From a dataset of the Open Reaction Database (ORD), a public repository of structured organic reaction records. describe an organic reaction: reactants, conditions, products, and yield The reactants are ice, ClS(=O)(=O)O (Chlorosulfonic acid), ice, O1CCOC2=C1C=CC=C2 (1,4-benzodioxane). Yields the product ClS(=O)(=O)C1=CC2=C(OCCO2)C=C1 (6-chlorosulfonyl-1,4-benzodioxane). Reaction SMILES: [Cl:1][S:2]([OH:5])(=O)=[O:3].[O:6]1[C:11]2[CH:12]=[CH:13][CH:14]=[CH:15][C:10]=2[O:9][CH2:8][CH2:7]1>C(Cl)(Cl)Cl>[Cl:1][S:2]([C:14]1[CH:13]=[CH:12][C:11]2[O:6][CH2:7][CH2:8][O:9][C:10]=2[CH:15]=1)(=[O:5])=[O:3]. Procedure details: Chlorosulfonic acid (6 mL, 90 mmol) was added dropwise to an ice cooled solution of 1,4-benzodioxane (12 gm, 88 mmol) in chloroform (40 mL). After allowing the reaction mixture to warm to 20° C. (about 15 min.), this solution was poured on to ice (400 gm) and the product extracted into chloroform. This extract was dried (MgSO4) and the solvent evaporated to give the 6-chlorosulfonyl-1,4-benzodioxane as a white crystalline solid. This sulfonyl chloride was dissolved in methylene chloride (100 mL)... Reaction conditions: temperature 20 celsius. Solvent: C(Cl)(Cl)Cl (chloroform). The reactants are NC1C(N(C2=C(C(=N1)C1=CC=CC=C1)C=CC=C2)C)=O (3(R,S)-amino-1,3-dihydro-1-methyl-5-phenyl-2H-1,4-benzodiazepin-2-one), ClC=1C=C(C=CC1)N=C=O (3-chlorophenylisocyanate). Run in O1CCCC1 (tetrahydrofuran). Conditions: time 8 hour. Product: ClC=1C=C(C=CC1)NC(=O)NC1C(N(C2=C(C(=N1)C1=CC=CC=C1)C=CC=C2)C)=O (N-(3-Chlorophenyl)-N'-(2,3-dihydro-1-methyl-2-oxo-5-phenyl-1H-1,4-benzodiazepin-3-yl)urea). As a reaction SMILES: [NH2:1][CH:2]1[N:8]=[C:7]([C:9]2[CH:14]=[CH:13][CH:12]=[CH:11][CH:10]=2)[C:6]2[CH:15]=[CH:16][CH:17]=[CH:18][C:5]=2[N:4]([CH3:19])[C:3]1=[O:20].[Cl:21][C:22]1[CH:23]=[C:24]([N:28]=[C:29]=[O:30])[CH:25]=[CH:26][CH:27]=1>O1CCCC1>[Cl:21][C:22]1[CH:23]=[C:24]([NH:28][C:29]([NH:1][CH:2]2[N:8]=[C:7]([C:9]3[CH:14]=[CH:13][CH:12]=[CH:11][CH:10]=3)[C:6]3[CH:15]=[CH:16][CH:17]=[CH:18][C:5]=3[N:4]([CH3:19])[C:3]2=[O:20])=[O:30])[CH:25]=[CH:26][CH:27]=1. Procedure details: Equimolar amounts of 3(R,S)-amino-1,3-dihydro-1-methyl-5-phenyl-2H-1,4-benzodiazepin-2-one and 3-chlorophenylisocyanate were mixed in 8 ml of dry tetrahydrofuran at room temperature. The reaction mixture was allowed to stand for 8 hours and was then filtered. The collected solids were washed with tetrahydrofuran and dried in vacuo over P2O5 to give the analytical product: m.p. 233°-234° C. Reactants: C1(C=2C(C(N1)=O)=CC=CC2)=O (phthalimide), C1(=CC=CC=C1)P(C1=CC=CC=C1)C1=CC=CC=C1 (triphenylphosphine), N(=NC(=O)OCC)C(=O)OCC (diethyl azodicarboxylate), ClC1=C(C=CC=C1)C(C1=C(C=CC(=C1)F)N1C(=NN=C1CO)CCN(C)C)=O (2'-chloro-5-fluoro-2-[3-[2-(dimethylamino)ethyl]-5-(hydroxymethyl)-4H-1,2,4-triazol-4-yl]benzophenone). The solvent is O1CCCC1 (tetrahydrofuran). Product: ClC1=C(C=CC=C1)C(C1=C(C=CC(=C1)F)N1C(=NN=C1CN1C(C=2C(C1=O)=CC=CC2)=O)CCN(C)C)=O (2'-chloro-5-fluoro-2-[3-[2-(dimethylamino)ethyl]-5-(phthalimidomethyl)-4H-1,2,4-triazol- 4-yl]benzophenone). Reaction SMILES: [Cl:1][C:2]1[CH:7]=[CH:6][CH:5]=[CH:4][C:3]=1[C:8](=[O:28])[C:9]1[CH:14]=[C:13]([F:15])[CH:12]=[CH:11][C:10]=1[N:16]1[C:20]([CH2:21]O)=[N:19][N:18]=[C:17]1[CH2:23][CH2:24][N:25]([CH3:27])[CH3:26].[C:29]1(=[O:39])[NH:33][C:32](=[O:34])[C:31]2=[CH:35][CH:36]=[CH:37][CH:38]=[C:30]12.C1(P(C2C=CC=CC=2)C2C=CC=CC=2)C=CC=CC=1.N(C(OCC)=O)=NC(OCC)=O>O1CCCC1>[Cl:1][C:2]1[CH:7]=[CH:6][CH:5]=[CH:4][C:3]=1[C:8](=[O:28])[C:9]1[CH:14]=[C:13]([F:15])[CH:12]=[CH:11][C:10]=1[N:16]1[C:20]([CH2:21][N:33]2[C:32](=[O:34])[C:31]3=[CH:35][CH:36]=[CH:37][CH:38]=[C:30]3[C:29]2=[O:39])=[N:19][N:18]=[C:17]1[CH2:23][CH2:24][N:25]([CH3:26])[CH3:27]. Procedure: In the manner given in Example 1B, 2'-chloro-5-fluoro-2-[3-[2-(dimethylamino)ethyl]-5-(hydroxymethyl)-4H-1,2,4-triazol-4-yl]benzophenone in tetrahydrofuran is treated with phthalimide, triphenylphosphine and diethyl azodicarboxylate to give 2'-chloro-5-fluoro-2-[3-[2-(dimethylamino)ethyl]-5-(phthalimidomethyl)-4H-1,2,4-triazol- 4-yl]benzophenone. Reactants: C(C1=CC=CC=C1)(=O)N1C(=C(C2=CC(=CC=C12)N)CCN1CC(CCC1)CC1CCCCC1)C (1-benzoyl-3-[2-(3 -cyclohexylmethylpiperidino)ethyl]-5-amino-2-methylindole), C=O (formaldehyde). The solvent is C(=O)O (formic acid). The product is C(C1=CC=CC=C1)(=O)N1C(=C(C2=CC(=CC=C12)NC)CCN1CC(CCC1)CC1CCCCC1)C (1-benzoyl-3-[2-(3-cyclohexylmethylpiperidino)ethyl]-5-methylamino-2-methylindole). As a reaction SMILES: [C:1]([N:9]1[C:17]2[C:12](=[CH:13][C:14]([NH2:18])=[CH:15][CH:16]=2)[C:11]([CH2:19][CH2:20][N:21]2[CH2:26][CH2:25][CH2:24][CH:23]([CH2:27][CH:28]3[CH2:33][CH2:32][CH2:31][CH2:30][CH2:29]3)[CH2:22]2)=[C:10]1[CH3:34])(=[O:8])[C:2]1[CH:7]=[CH:6][CH:5]=[CH:4][CH:3]=1.[CH2:35]=O>C(O)=O>[C:1]([N:9]1[C:17]2[C:12](=[CH:13][C:14]([NH:18][CH3:35])=[CH:15][CH:16]=2)[C:11]([CH2:19][CH2:20][N:21]2[CH2:26][CH2:25][CH2:24][CH:23]([CH2:27][CH:28]3[CH2:33][CH2:32][CH2:31][CH2:30][CH2:29]3)[CH2:22]2)=[C:10]1[CH3:34])(=[O:8])[C:2]1[CH:3]=[CH:4][CH:5]=[CH:6][CH:7]=1. Procedure: Reaction of the 1-benzoyl-3-[2-(3 -cyclohexylmethylpiperidino)ethyl]-5-amino-2-methylindole described above in Example 95 with formaldehyde and formic acid affords 1-benzoyl-3-[2-(3-cyclohexylmethylpiperidino)ethyl]-5-methylamino-2-methylindole. Reported procedure: 6-Quinolinecarboxylic acid was refluxed in thionyl chloride for 30 min. The excess thionyl chloride was then removed by rotary evaporation (90° C.) to provide 6-quinolinecarbonyl chloride hydrochloride. Product: Cl.N1=CC=CC2=CC(=CC=C12)C(=O)Cl (6-quinolinecarbonyl chloride hydrochloride). As a reaction SMILES: [N:1]1[C:10]2[C:5](=[CH:6][C:7]([C:11]([OH:13])=O)=[CH:8][CH:9]=2)[CH:4]=[CH:3][CH:2]=1.S(Cl)([Cl:16])=O>>[ClH:16].[N:1]1[C:10]2[C:5](=[CH:6][C:7]([C:11]([Cl:16])=[O:13])=[CH:8][CH:9]=2)[CH:4]=[CH:3][CH:2]=1 |f:2.3|. Starting materials: N1=CC=CC2=CC(=CC=C12)C(=O)O (6-Quinolinecarboxylic acid), S(=O)(Cl)Cl (thionyl chloride). The product is BrCCCCCCOCCCc1ccc(Br)cn1. The reactants are BrCCCCCCBr, OCCCc1ccc(Br)cn1. RXN SMILES: [Br:12][CH2:13][CH2:14][CH2:15][CH2:16][CH2:17][CH2:18][Br:19].[Br:1][c:2]1[cH:3][cH:4][c:5]([CH2:8][CH2:9][CH2:10][OH:11])[n:6][cH:7]1>>[Br:1][c:2]1[cH:3][cH:4][c:5]([CH2:8][CH2:9][CH2:10][O:11][CH2:18][CH2:17][CH2:16][CH2:15][CH2:14][CH2:13][Br:12])[n:6][cH:7]1.